This data is from the Open Reaction Database (ORD), a public repository of structured organic reaction records. The task is: describe an organic reaction: reactants, conditions, products, and yield The reactants are O=C(Cl)c1ccccc1, CC(C)(C)OC(=O)OC(=O)OC(C)(C)C, CNCCO, CCOC(C)=O, c1ccncc1. Product: CNCCOC(=O)c1ccccc1, Cl. RXN SMILES: [C:27]([c:28]1[cH:29][cH:30][cH:31][cH:32][cH:33]1)(=[O:34])[Cl:35].[CH3:12][C:13]([O:14][C:15]([O:16][C:17]([O:18][C:19]([CH3:20])([CH3:21])[CH3:22])=[O:23])=[O:24])([CH3:25])[CH3:26].[CH3:1][NH:2][CH2:3][CH2:4][OH:5].[CH3:6][CH2:7][O:8][C:9](=[O:10])[CH3:11].[cH:36]1[cH:37][cH:38][n:39][cH:40][cH:41]1>>[CH3:1][NH:2][CH2:3][CH2:4][O:5][C:27]([c:28]1[cH:29][cH:30][cH:31][cH:32][cH:33]1)=[O:34].[ClH:35]. Starting materials: [Al+3], CC(C)CCOc1ccc(C(=O)O)cn1, [H-], [H-], [H-], [H-], [Li+]. The product is CC(C)CCOc1ccc(CO)cn1. Reaction SMILES: [Al+3:17].[CH3:1][CH:2]([CH2:3][CH2:4][O:5][c:6]1[n:7][cH:8][c:9]([C:10](=[O:11])[OH:12])[cH:13][cH:14]1)[CH3:15].[H-:16].[H-:19].[H-:20].[H-:21].[Li+:18]>>[CH3:1][CH:2]([CH2:3][CH2:4][O:5][c:6]1[n:7][cH:8][c:9]([CH2:10][OH:11])[cH:13][cH:14]1)[CH3:15]. Reactants: BrC1=CC=NC=C1 (4-bromopyridine), solution, C(CCC)[Li] (n-butyl lithium), FC1=CC(=CC=C1)F (1,3-difluorobenzene). The reagents and catalysts are [Cl-].[Zn+2].[Cl-] (zinc chloride), [Pd].C1(=CC=CC=C1)P(C1=CC=CC=C1)C1=CC=CC=C1.C1(=CC=CC=C1)P(C1=CC=CC=C1)C1=CC=CC=C1.C1(=CC=CC=C1)P(C1=CC=CC=C1)C1=CC=CC=C1.C1(=CC=CC=C1)P(C1=CC=CC=C1)C1=CC=CC=C1 (tetrakis(triphenylphosphine) palladium). The solvent is O1CCCC1 (tetrahydrofuran), CCOCC (ether), O1CCCC1 (tetrahydrofuran). Conditions: temperature -50 celsius, time 1 hour. Product: FC1=C(C(=CC=C1)F)C1=CC=NC=C1 (4-(2,6-Difluorophenyl)-pyridine). Yield: 71.4%. As a reaction SMILES: C([Li])CCC.[F:6][C:7]1[CH:12]=[CH:11][CH:10]=[C:9]([F:13])[CH:8]=1.Br[C:15]1[CH:20]=[CH:19][N:18]=[CH:17][CH:16]=1>O1CCCC1.CCOCC.[Cl-].[Zn+2].[Cl-].[Pd].C1(P(C2C=CC=CC=2)C2C=CC=CC=2)C=CC=CC=1.C1(P(C2C=CC=CC=2)C2C=CC=CC=2)C=CC=CC=1.C1(P(C2C=CC=CC=2)C2C=CC=CC=2)C=CC=CC=1.C1(P(C2C=CC=CC=2)C2C=CC=CC=2)C=CC=CC=1>[F:6][C:7]1[CH:12]=[CH:11][CH:10]=[C:9]([F:13])[C:8]=1[C:15]1[CH:20]=[CH:19][N:18]=[CH:17][CH:16]=1 |f:5.6.7,8.9.10.11.12|. Procedure details: A. 1.6 M solution of n-butyl lithium (14 ml) was added dropwise to a stirred solution of 1,3-difluorobenzene (2.17 g) in 34 ml dry tetrahydrofuran at -78° C. After 1 hour at -78° C., the solution was warmed to -50° C. and a solution of anhydrous zinc chloride (3.0 g) in 34 ml tetrahydrofuran was added. After a further 30 minutes at -50° C., a solution of 4-bromopyridine (1.62 g) in 10 ml ether was added followed by 1.0 g of tetrakis(triphenylphosphine) palladium. The solution was then allowed to... Reaction SMILES: [N+:1]([C:4]1[C:13]([Cl:14])=[CH:12][CH:11]=[C:10]2[C:5]=1[CH:6]=[CH:7][C:8]([CH3:15])=[N:9]2)([O-])=O.[OH-].[Na+]>Cl>[NH2:1][C:4]1[C:13]([Cl:14])=[CH:12][CH:11]=[C:10]2[C:5]=1[CH:6]=[CH:7][C:8]([CH3:15])=[N:9]2 |f:1.2|. Reported procedure: To 50 ml of concentrated hydrochloric acid having dissolved therein 25 g of stannous chloride was added 6.7 g of 5-nitro-6-chloroquinaldine and the mixture was allowed to react on a water bath at a temperature of 80° to 90° C. for 30 minutes. The reaction mixture was ice-cooled, rendered alkaline (pH 10) with 30% sodium hydroxide and filtered and extracted with 500 ml of chloroform and Celite (diatomaceous earth). After drying over anhydrous sodium sulfate the chloroform fraction was concentrate... Product: NC1=C2C=CC(=NC2=CC=C1Cl)C (5-amino-6-chloroquinaldine). Reactants: stannous chloride, [N+](=O)([O-])C1=C2C=CC(=NC2=CC=C1Cl)C (5-nitro-6-chloroquinaldine), [OH-].[Na+] (sodium hydroxide). The yield is 77.6%. The solvent is Cl (hydrochloric acid). Starting materials: C(#N)C1=C(OCC(=O)OC)C=CC=C1 (methyl (2-cyanophenoxy)acetate). Reagents/catalysts: [Ni] (Ni). Solvent: CO (methanol), CO (methanol). Conditions: time 8 hour. Product: O1CC(NCC2=C1C=CC=C2)=O (4,5-Dihydro-1,4-benzoxazepin-3(2H)-one). The yield is 67.4%. RXN SMILES: [C:1]([C:3]1[CH:14]=[CH:13][CH:12]=[CH:11][C:4]=1[O:5][CH2:6][C:7](OC)=[O:8])#[N:2]>CO.[Ni]>[O:5]1[C:4]2[CH:11]=[CH:12][CH:13]=[CH:14][C:3]=2[CH2:1][NH:2][C:7](=[O:8])[CH2:6]1. Reported procedure: The methanol solution of methyl (2-cyanophenoxy)acetate (40 g, 0.209 mol) was added to the mixture of Raney Ni (80 g) in 500 mL of methanol. The reaction mixture was stirred at room temperature overnight under hydrogen atmosphere. Raney Ni was removed by filtration, and the filtrated was concentrated under reduced pressure to give a residue which was purified by column chromatography on silica gel (methanol/dichloromethane, 1:50) to give 23 g of product. MS obsd. (ESI+) [(M+H)+] 164. Reactants: NC(CO)CO (serinol), ClC(=O)OCCCC (n-butyl chloroformate). Product: OCC(CO)NC(OCCCC)=O (n-butyl 1,3-dihydroxypropan-2-yl-carbamate). RXN SMILES: [NH2:1][CH:2]([CH2:5][OH:6])[CH2:3][OH:4].Cl[C:8]([O:10][CH2:11][CH2:12][CH2:13][CH3:14])=[O:9]>>[OH:4][CH2:3][CH:2]([NH:1][C:8](=[O:9])[O:10][CH2:11][CH2:12][CH2:13][CH3:14])[CH2:5][OH:6]. Procedure: The general procedure described in Example 2 was followed using serinol and n-butyl chloroformate to prepare nBuDHPC. The reactants are CC(C)COc1ccc(S(C)(=O)=O)cc1C(=O)O, O=C(O)C(F)(F)F, FC(F)(F)c1nnc(N2CCNCC2)s1. Product: CC(C)COc1ccc(S(C)(=O)=O)cc1C(=O)N1CCN(c2nnc(C(F)(F)F)s2)CC1. As a reaction SMILES: [CH2:1]([CH:2]([CH3:3])[CH3:4])[O:5][c:6]1[c:7]([C:8](=[O:9])[OH:10])[cH:11][c:12]([S:15](=[O:16])(=[O:17])[CH3:18])[cH:13][cH:14]1.[F:19][C:20]([F:21])([F:22])[C:23]([OH:24])=[O:25].[F:26][C:27]([c:28]1[n:29][n:30][c:31]([N:33]2[CH2:34][CH2:35][NH:36][CH2:37][CH2:38]2)[s:32]1)([F:39])[F:40]>>[CH2:1]([CH:2]([CH3:3])[CH3:4])[O:5][c:6]1[c:7]([C:8](=[O:10])[N:36]2[CH2:35][CH2:34][N:33]([c:31]3[n:30][n:29][c:28]([C:27]([F:26])([F:39])[F:40])[s:32]3)[CH2:38][CH2:37]2)[cH:11][c:12]([S:15](=[O:16])(=[O:17])[CH3:18])[cH:13][cH:14]1. The reactants are [OH-].[Na+] (NaOH), C(C)(=O)N(CCOC(CBr)=O)C1=CC(=C(C(=C1)C)Br)C (bromo-acetic acid 2-[acetyl-(4-bromo-3,5-dimethyl-phenyl)-amino]-ethyl ester). Run in CCO (EtOH), C(C)(=O)OCC (ethyl acetate). The product is BrC1=C(C=C(C=C1C)NCCO)C (2-(4-bromo-3,5-dimethyl-phenylamino)-ethanol). Isolated yield 100.2%. As a reaction SMILES: [OH-].[Na+].C([N:6]([C:14]1[CH:19]=[C:18]([CH3:20])[C:17]([Br:21])=[C:16]([CH3:22])[CH:15]=1)[CH2:7][CH2:8][O:9]C(=O)CBr)(=O)C>CCO.C(OCC)(=O)C>[Br:21][C:17]1[C:18]([CH3:20])=[CH:19][C:14]([NH:6][CH2:7][CH2:8][OH:9])=[CH:15][C:16]=1[CH3:22] |f:0.1|. Procedure: 6 N NaOH (1.5 ml) was added to a solution of bromo-acetic acid 2-[acetyl-(4-bromo-3,5-dimethyl-phenyl)-amino]-ethyl ester (302 mg, 0.74 mmol) in EtOH (6 ml). The reaction solution was heated under reflux overnight, cooled to room temperature and then diluted with ethyl acetate. The organic phase was sequentially washed with water and saturated brine and concentrated under reduced pressure. The resulting residue was purified by silica gel column chromatography (hexane-ethyl acetate) to give 2-(4-... Starting materials: BrCc1ccccc1, O=C([O-])[O-], CCCC[N+](CCCC)(CCCC)CCCC, CN(C)C=O, O=[N+]([O-])c1ccc(O)cc1F, [I-], [K+], [K+], O. Yields the product O=[N+]([O-])c1ccc(OCc2ccccc2)cc1F. As a reaction SMILES: [Br:12][CH2:13][c:14]1[cH:15][cH:16][cH:17][cH:18][cH:19]1.[C:20](=[O:21])([O-:22])[O-:23].[CH2:28]([N+:29]([CH2:30][CH2:31][CH2:32][CH3:33])([CH2:34][CH2:35][CH2:36][CH3:37])[CH2:38][CH2:39][CH2:40][CH3:41])[CH2:42][CH2:43][CH3:44].[CH3:45][N:46]([CH3:47])[CH:48]=[O:49].[F:1][c:2]1[cH:3][c:4]([OH:11])[cH:5][cH:6][c:7]1[N+:8](=[O:9])[O-:10].[I-:27].[K+:24].[K+:25].[OH2:26]>>[F:1][c:2]1[cH:3][c:4]([O:11][CH2:13][c:14]2[cH:15][cH:16][cH:17][cH:18][cH:19]2)[cH:5][cH:6][c:7]1[N+:8](=[O:9])[O-:10].